From a dataset of the Open Reaction Database (ORD), a public repository of structured organic reaction records. describe an organic reaction: reactants, conditions, products, and yield Starting materials: C(C)(C)(C)OC(=O)N1CC(C1)OC1=C(C=C(C=C1)N1C(C2=C(C=C1)C=C(S2)C2=CC=C(C=C2)Cl)=O)F (3-{4-[2-(4-chloro-phenyl)-7-oxo-7H-thieno[2,3-c]pyridin-6-yl]-2-fluoro-phenoxy}-azetidine-1-carboxylic acid tert-butyl ester), C(=O)(C(F)(F)F)O (TFA), C=O (formaldehyde), CC(=O)O (HOAc), [BH3-]C#N.[Na+] (NaBH3CN). The solvent is C(Cl)Cl (CH2Cl2). Conditions: time 2 hour. The product is ClC1=CC=C(C=C1)C1=CC2=C(C(N(C=C2)C2=CC(=C(C=C2)OC2CN(C2)C)F)=O)S1 (2-(4-chloro-phenyl)-6-[3-fluoro-4-(1-methyl-azetidin-3-yloxy)-phenyl]-6H-thieno[2,3-c]pyridin-7-one). The yield is 73.3%. RXN SMILES: C(O[C:6]([N:8]1[CH2:11][CH:10]([O:12][C:13]2[CH:18]=[CH:17][C:16]([N:19]3[CH:24]=[CH:23][C:22]4[CH:25]=[C:26]([C:28]5[CH:33]=[CH:32][C:31]([Cl:34])=[CH:30][CH:29]=5)[S:27][C:21]=4[C:20]3=[O:35])=[CH:15][C:14]=2[F:36])[CH2:9]1)=O)(C)(C)C.C(O)(C(F)(F)F)=O.C=O.CC(O)=O.[BH3-]C#N.[Na+]>C(Cl)Cl>[Cl:34][C:31]1[CH:32]=[CH:33][C:28]([C:26]2[S:27][C:21]3[C:20](=[O:35])[N:19]([C:16]4[CH:17]=[CH:18][C:13]([O:12][CH:10]5[CH2:9][N:8]([CH3:6])[CH2:11]5)=[C:14]([F:36])[CH:15]=4)[CH:24]=[CH:23][C:22]=3[CH:25]=2)=[CH:29][CH:30]=1 |f:4.5|. Reported procedure: Dissolve 3-{4-[2-(4-chloro-phenyl)-7-oxo-7H-thieno[2,3-c]pyridin-6-yl]-2-fluoro-phenoxy}-azetidine-1-carboxylic acid tert-butyl ester (0.491 g, 0.932 mmol) in CH2Cl2 (10 mL) and treat with TFA (3 mL), with stirring at RT for 2 h. Remove the excess reagent and solvent in vacuo. Dissolve the crude material in CH3OH (15 mL), treat with formaldehyde (0.28 mL, 3.71 mmol, 37% aqueous solution), HOAc (0.21 mL, 3.71 mmol) and NaBH3CN (0.233 g, 3.71 mmol). Stir the mixture at RT for 30 min followed by re... Starting materials: CC(=O)Nc1ccc2c(c1)CCC1CC(=O)NN=C21, CCCO, CCO, ClC(Cl)Cl, NN, O. Yields the product Nc1ccc2c(c1)CCC1CC(=O)NN=C21. Reaction SMILES: [C:1](=[O:2])([CH3:3])[NH:4][c:5]1[cH:6][cH:7][c:8]2[c:9]([cH:19]1)[CH2:10][CH2:11][CH:12]1[CH2:13][C:14](=[O:18])[NH:15][N:16]=[C:17]21.[CH2:23]([OH:24])[CH2:25][CH3:26].[CH3:20][CH2:21][OH:22].[Cl:27][CH:28]([Cl:29])[Cl:30].[NH2:32][NH2:33].[OH2:31]>>[NH2:4][c:5]1[cH:6][cH:7][c:8]2[c:9]([cH:19]1)[CH2:10][CH2:11][CH:12]1[CH2:13][C:14](=[O:18])[NH:15][N:16]=[C:17]21. Starting materials: COC(=O)c1ccc(C(=O)Nc2nc3ccc(Br)nc3s2)cc1, Cc1n[nH]cc1B1OC(C)(C)C(C)(C)O1. The product is COC(=O)c1ccc(C(=O)Nc2nc3ccc(-c4c[nH]nc4C)nc3s2)cc1. RXN SMILES: [Br:1][c:2]1[cH:3][cH:4][c:5]2[c:6]([n:7]1)[s:8][c:9]([NH:11][C:12](=[O:13])[c:14]1[cH:15][cH:16][c:17]([C:18](=[O:19])[O:20][CH3:21])[cH:22][cH:23]1)[n:10]2.[CH3:24][c:25]1[n:26][nH:27][cH:28][c:29]1[B:30]1[O:31][C:32]([CH3:33])([CH3:34])[C:35]([CH3:36])([CH3:37])[O:38]1>>[c:2]1(-[c:29]2[c:25]([CH3:24])[n:26][nH:27][cH:28]2)[cH:3][cH:4][c:5]2[c:6]([n:7]1)[s:8][c:9]([NH:11][C:12](=[O:13])[c:14]1[cH:15][cH:16][c:17]([C:18](=[O:19])[O:20][CH3:21])[cH:22][cH:23]1)[n:10]2. The reactants are NC(Cc1ccc([N+](=O)[O-])cc1)C(=O)O, O=N[O-], [Na+], O, O=S(=O)(O)O. Product: O=C(O)C(O)Cc1ccc([N+](=O)[O-])cc1. RXN SMILES: [N+:5](=[O:6])([O-:7])[c:8]1[cH:9][cH:10][c:11]([CH2:12][CH:13]([NH2:14])[C:15](=[O:16])[OH:17])[cH:18][cH:19]1.[N:1](=[O:2])[O-:3].[Na+:4].[OH2:25].[S:20](=[O:21])(=[O:22])([OH:23])[OH:24]>>[OH:2][CH:13]([CH2:12][c:11]1[cH:10][cH:9][c:8]([N+:5](=[O:6])[O-:7])[cH:19][cH:18]1)[C:15](=[O:16])[OH:17]. Starting materials: [N+](=O)([O-])C1CCCCC1 (nitrocyclohexane), C1(CCCCC1)=O (cyclohexanone), C1(CCCCC1)=NO (cyclohexanone oxime), N(=O)OC(C)(C)C (t-butyl nitrite), ON1C(C=2C(C1=O)=CC=CC2)=O (N-hydroxyphthalimide). Run in C(C)(=O)O (acetic acid), C1CCCCC1 (Cyclohexane). Run at temperature 80 celsius, time 20 hour. The product is C(C)(=O)OC1CCCCC1 (cyclohexyl acetate). RXN SMILES: N([O:3][C:4](C)(C)[CH3:5])=O.ON1C(=O)C2=CC=CC=C2C1=O.C1(=NO)CCCCC1.[N+](C1CCCCC1)([O-])=O.[C:37]1(=[O:43])[CH2:42][CH2:41][CH2:40][CH2:39][CH2:38]1>C(O)(=O)C.C1CCCCC1>[C:4]([O:43][CH:37]1[CH2:42][CH2:41][CH2:40][CH2:39][CH2:38]1)(=[O:3])[CH3:5]. Reported procedure: Cyclohexane (1 ml), t-butyl nitrite (1 mmol), N-hydroxyphthalimide (0.2 mmol), and acetic acid (1 ml) were placed in a flask and were stirred at 80° C. in an atmosphere of argon gas (1 atm=0.101 MPa) for 20 hours. The resulting reaction mixture was analyzed to find that cyclohexanone oxime, nitrocyclohexane, cyclohexanone, and cyclohexyl acetate were formed in yields of 16%, 10%, 3%, and 2%, respectively. The reactants are C(=O)(O)[O-].[Na+] (NaHCO3), Cl.C(C)(C)C1=CC=C(C=C1)NN (4-isopropylphenylhydrazine hydrochloride), C(C)OC(CCCN1C(C=2C(C1=O)=CC=CC2)=O)OCC (4-phthalimidobutanal diethyl acetal), Cl (HCl), O.NN (hydrazine hydrate). The solvent is O (water), C(Cl)Cl (methylene chloride), C(C)O (Ethanol), CCO (EtOH), O (water). Reaction conditions: time 8 hour. The product is Cl.C(C)(C)C=1C=C2NC=C(CCN)C2=CC1 (6-isopropyltryptamine hydrochloride salt). RXN SMILES: [ClH:1].[CH:2]([C:5]1[CH:10]=[CH:9][C:8](NN)=[CH:7][CH:6]=1)([CH3:4])[CH3:3].C(OC(OCC)CCC[N:20]1[C:24](=O)[C:23]2=CC=C[CH:29]=[C:22]2C1=O)C.Cl.C([O-])(O)=O.[Na+].O.[NH2:41]N>C(O)C.C(Cl)Cl.O>[ClH:1].[CH:2]([C:5]1[CH:10]=[C:9]2[C:8](=[CH:7][CH:6]=1)[C:22]([CH2:23][CH2:24][NH2:20])=[CH:29][NH:41]2)([CH3:4])[CH3:3] |f:0.1,4.5,6.7,11.12|. Procedure: A mixture of 4-isopropylphenylhydrazine hydrochloride (660 mg, 3.55 mmol) and 4-phthalimidobutanal diethyl acetal (1.15 g, 3.95 mmol) in Ethanol (EtOH; 30 ml) was heated at 60° C. to 65° C. for 1 h with water (0.050 ml). The mixture was then treated with concentrated HCl (0.50 ml) and refluxed for 14 h. After concentrating the reaction, the residue was partioned in methylene chloride and saturated aqueous NaHCO3. The aqueous solution was extracted with methylene chloride (3 times) and the combin... The reactants are Cc1c(Br)ccc(C#N)c1Cl, CC1NC(=O)CC1O[Si](C)(C)C(C)(C)C, O=C([O-])[O-], [Cs+], [Cs+], O=C(C=Cc1ccccc1)C=Cc1ccccc1, O=C(C=Cc1ccccc1)C=Cc1ccccc1, O=C(C=Cc1ccccc1)C=Cc1ccccc1, [Pd], [Pd], CC1(C)c2cccc(P(c3ccccc3)c3ccccc3)c2Oc2c(P(c3ccccc3)c3ccccc3)cccc21. The product is Cc1c(N2C(=O)CC(O[Si](C)(C)C(C)(C)C)C2C)ccc(C#N)c1Cl. As a reaction SMILES: [Br:16][c:17]1[c:18]([CH3:26])[c:19]([Cl:25])[c:20]([C:21]#[N:22])[cH:23][cH:24]1.[C:1]([CH3:2])([CH3:3])([CH3:4])[Si:5]([O:6][CH:7]1[CH2:8][C:9](=[O:13])[NH:10][CH:11]1[CH3:12])([CH3:14])[CH3:15].[C:27](=[O:28])([O-:29])[O-:30].[Cs+:31].[Cs+:32].[O:113]=[C:114]([CH:115]=[CH:116][c:117]1[cH:118][cH:119][cH:120][cH:121][cH:122]1)[CH:123]=[CH:124][c:125]1[cH:126][cH:127][cH:128][cH:129][cH:130]1.[O:77]=[C:78]([CH:79]=[CH:80][c:81]1[cH:82][cH:83][cH:84][cH:85][cH:86]1)[CH:87]=[CH:88][c:89]1[cH:90][cH:91][cH:92][cH:93][cH:94]1.[O:95]=[C:96]([CH:97]=[CH:98][c:99]1[cH:100][cH:101][cH:102][cH:103][cH:104]1)[CH:105]=[CH:106][c:107]1[cH:108][cH:109][cH:110][cH:111][cH:112]1.[Pd:75].[Pd:76].[c:33]1([P:34]([c:35]2[cH:36][cH:37][cH:38][cH:39][cH:40]2)[c:41]2[c:42]3[c:66]([cH:67][cH:68][cH:69]2)[C:63]([CH3:64])([CH3:65])[c:45]2[c:44]([c:49]([P:50]([c:51]4[cH:52][cH:53][cH:54][cH:55][cH:56]4)[c:57]4[cH:58][cH:59][cH:60][cH:61][cH:62]4)[cH:48][cH:47][cH:46]2)[O:43]3)[cH:70][cH:71][cH:72][cH:73][cH:74]1>>[C:1]([CH3:2])([CH3:3])([CH3:4])[Si:5]([O:6][CH:7]1[CH2:8][C:9](=[O:13])[N:10]([c:17]2[c:18]([CH3:26])[c:19]([Cl:25])[c:20]([C:21]#[N:22])[cH:23][cH:24]2)[CH:11]1[CH3:12])([CH3:14])[CH3:15]. Starting materials: C(C)(C)(C)OC(=O)N[C@@H]1CN(CC1)S(=O)(=O)C=1C=2C(=CN=CC2C=CC1)Br ((S)-3-(tert-Butoxycarbonylamino)-1-(4-bromo-5-isoquinolinesulfonyl)pyrrolidine), C1(=CC=CC=C1)B(O)O (phenylboronic acid), COCCOC (1,2-dimethoxyethane), C([O-])([O-])=O.[Na+].[Na+] (sodium carbonate). The reagents and catalysts are C=1C=CC(=CC1)[P](C=2C=CC=CC2)(C=3C=CC=CC3)[Pd]([P](C=4C=CC=CC4)(C=5C=CC=CC5)C=6C=CC=CC6)([P](C=7C=CC=CC7)(C=8C=CC=CC8)C=9C=CC=CC9)[P](C=1C=CC=CC1)(C=1C=CC=CC1)C=1C=CC=CC1 (tetrakis(triphenylphosphine)palladium(0)). Run in O (water). Product: C(C)(C)(C)OC(=O)N[C@@H]1CN(CC1)S(=O)(=O)C=1C=2C(=CN=CC2C=CC1)C1=CC=CC=C1 ((S)-3-(tert-Butoxycarbonylamino)-1-[4-phenyl-5-isoquinolinesulfonyl]pyrrolidine). Isolated yield 69.7%. Reaction SMILES: [C:1]([O:5][C:6]([NH:8][C@H:9]1[CH2:13][CH2:12][N:11]([S:14]([C:17]2[C:18]3[C:19](Br)=[CH:20][N:21]=[CH:22][C:23]=3[CH:24]=[CH:25][CH:26]=2)(=[O:16])=[O:15])[CH2:10]1)=[O:7])([CH3:4])([CH3:3])[CH3:2].[C:28]1(B(O)O)[CH:33]=[CH:32][CH:31]=[CH:30][CH:29]=1.COCCOC.C(=O)([O-])[O-].[Na+].[Na+]>C1C=CC([P]([Pd]([P](C2C=CC=CC=2)(C2C=CC=CC=2)C2C=CC=CC=2)([P](C2C=CC=CC=2)(C2C=CC=CC=2)C2C=CC=CC=2)[P](C2C=CC=CC=2)(C2C=CC=CC=2)C2C=CC=CC=2)(C2C=CC=CC=2)C2C=CC=CC=2)=CC=1.O>[C:1]([O:5][C:6]([NH:8][C@H:9]1[CH2:13][CH2:12][N:11]([S:14]([C:17]2[C:18]3[C:19]([C:28]4[CH:33]=[CH:32][CH:31]=[CH:30][CH:29]=4)=[CH:20][N:21]=[CH:22][C:23]=3[CH:24]=[CH:25][CH:26]=2)(=[O:16])=[O:15])[CH2:10]1)=[O:7])([CH3:4])([CH3:3])[CH3:2] |f:3.4.5,^1:52,54,73,92|. Procedure: Intermediate 1a (228 mg) obtained in Example 1-1, Step A was added with phenylboronic acid (122 mg, Aldrich), tetrakis(triphenylphosphine)palladium(0) (116 mg), 1,2-dimethoxyethane (5 ml) and 2 N aqueous sodium carbonate (2 ml), and the mixture was refluxed by heating for 5 hours under a nitrogen gas atmosphere. The reaction mixture was cooled to room temperature, then added with water (25 ml), and extracted 3 times with ethyl acetate (20 ml for each time), and the combined organic layer was was...